Dataset: the Open Reaction Database (ORD), a public repository of structured organic reaction records. Task: describe an organic reaction: reactants, conditions, products, and yield Reactants: CCN(CC)S(F)(F)F, CC(C)(C)OC(=O)N1CCC(O)(c2cc(Cl)cc(Cl)c2)C1, ClCCl, [Na+], [Na+], O=C([O-])[O-]. The product is CC(C)(C)OC(=O)N1CCC(F)(c2cc(Cl)cc(Cl)c2)C1. RXN SMILES: [CH2:22]([N:23]([S:24]([F:25])([F:26])[F:28])[CH2:27][CH3:29])[CH3:30].[Cl:1][c:2]1[cH:3][c:4]([C:9]2([OH:21])[CH2:10][N:11]([C:14](=[O:15])[O:16][C:17]([CH3:18])([CH3:19])[CH3:20])[CH2:12][CH2:13]2)[cH:5][c:6]([Cl:8])[cH:7]1.[Cl:37][CH2:38][Cl:39].[Na+:31].[Na+:32].[O-:33][C:34](=[O:35])[O-:36]>>[Cl:1][c:2]1[cH:3][c:4]([C:9]2([F:28])[CH2:10][N:11]([C:14](=[O:15])[O:16][C:17]([CH3:18])([CH3:19])[CH3:20])[CH2:12][CH2:13]2)[cH:5][c:6]([Cl:8])[cH:7]1. The reactants are ClC=1C=C2C(CCOC2=CC1OC1=CC=C(C=C1)C(NC(CC1=CC=C(C=C1)Cl)CO)=O)C(=O)O (6-chloro-7-(4-(1-(4-chlorophenyl)-3-hydroxypropan-2-ylcarbamoyl)phenoxy)chroman-4-carboxylic acid), C[O-].[Na+] (sodium methanolate). Solvent: CO (methanol), CO (methanol). Run at time 2 hour. Yields the product ClC=1C=C2C(CCOC2=CC1OC1=CC=C(C=C1)C(NC(CC1=CC=C(C=C1)Cl)CO)=O)C(=O)[O-].[Na+] (sodium 6-chloro-7-(4-(1-(4-chlorophenyl)-3-hydroxypropan-2-ylcarbamoyl)phenoxy)chroman-4-carboxylate). Yield: 95.9%. RXN SMILES: [Cl:1][C:2]1[CH:3]=[C:4]2[C:9](=[CH:10][C:11]=1[O:12][C:13]1[CH:18]=[CH:17][C:16]([C:19](=[O:32])[NH:20][CH:21]([CH2:30][OH:31])[CH2:22][C:23]3[CH:28]=[CH:27][C:26]([Cl:29])=[CH:25][CH:24]=3)=[CH:15][CH:14]=1)[O:8][CH2:7][CH2:6][CH:5]2[C:33]([OH:35])=[O:34].C[O-].[Na+:38]>CO>[Cl:1][C:2]1[CH:3]=[C:4]2[C:9](=[CH:10][C:11]=1[O:12][C:13]1[CH:18]=[CH:17][C:16]([C:19](=[O:32])[NH:20][CH:21]([CH2:30][OH:31])[CH2:22][C:23]3[CH:28]=[CH:27][C:26]([Cl:29])=[CH:25][CH:24]=3)=[CH:15][CH:14]=1)[O:8][CH2:7][CH2:6][CH:5]2[C:33]([O-:35])=[O:34].[Na+:38] |f:1.2,4.5|. Reported procedure: To a solution of 6-chloro-7-(4-(1-(4-chlorophenyl)-3-hydroxypropan-2-ylcarbamoyl)phenoxy)chroman-4-carboxylic acid (0.087 g, 0.168 mmol) in methanol (2 ml) was added 0.5M sodium methanolate in methanol (0.354 ml, 0.177 mmol), and the reaction was stirred for 2 hours. It was concentrated, taken up in dichloromethane and hexanes, and concentrated again to yield 87 mg of the title compound (95.9% yield). MS (apci) m/z=515.9 (M-Na+2H). RXN SMILES: [CH3:9][NH:10][C:11]([NH:12][NH2:13])=[S:14].[cH:15]1[cH:16][cH:17][n:18][cH:19][cH:20]1.[o:1]1[c:2]([C:6](=[O:7])[Cl:8])[cH:3][cH:4][cH:5]1>>[o:1]1[c:2]([C:6](=[O:7])[NH:13][NH:12][C:11]([NH:10][CH3:9])=[S:14])[cH:3][cH:4][cH:5]1. The reactants are CNC(=S)NN, c1ccncc1, O=C(Cl)c1ccco1. Yields the product CNC(=S)NNC(=O)c1ccco1. Reactants: Cl (hydrochloric acid), C(C)OC(=O)COC1=C(C=O)C=CC=C1OC (2-ethoxycarbonylmethoxy-3-methoxybenzaldehyde), CC(C)([O-])C.[K+] (potassium tert-butoxide), O (Water). The solvent is O1CCCC1 (tetrahydrofuran). Yields the product C(C)OC(=O)C=1OC2=C(C1)C=CC=C2OC (2-ethoxycarbonyl-7-methoxybenzofuran). The yield is 19.5%. RXN SMILES: [CH2:1]([O:3][C:4]([CH2:6][O:7][C:8]1[C:15]([O:16][CH3:17])=[CH:14][CH:13]=[CH:12][C:9]=1[CH:10]=O)=[O:5])[CH3:2].CC(C)([O-])C.[K+].O.Cl>O1CCCC1>[CH2:1]([O:3][C:4]([C:6]1[O:7][C:8]2[C:15]([O:16][CH3:17])=[CH:14][CH:13]=[CH:12][C:9]=2[CH:10]=1)=[O:5])[CH3:2] |f:1.2|. Reported procedure: A solution of 2-ethoxycarbonylmethoxy-3-methoxybenzaldehyde (2.00 g) and potassium tert-butoxide (96 mg) in tetrahydrofuran (20 ml) was stirred for 1 hour under ice-cooling. Water was added to the reaction mixture, and the solution was neutralized with 1N hydrochloric acid and extracted with ethyl acetate. The extract was washed with water and brine, dried over magnesium sulfate and evaporated in vacuo. The residue was purified by preparative thin layer chromatography (n-hexane:ethyl acetate=7:1... Starting materials: CCOC(=O)CNC(=O)CSc1nnc(Br)n1-c1ccc(C2CC2)c2ccccc12, C1CCOC1, [Li+], [OH-], O. The product is O=C(O)CNC(=O)CSc1nnc(Br)n1-c1ccc(C2CC2)c2ccccc12. Reaction SMILES: [Br:3][c:4]1[n:5](-[c:20]2[cH:21][cH:22][c:23]([CH:30]3[CH2:31][CH2:32]3)[c:24]3[cH:25][cH:26][cH:27][cH:28][c:29]23)[c:6]([S:9][CH2:10][C:11](=[O:12])[NH:13][CH2:14][C:15](=[O:16])[O:17][CH2:18][CH3:19])[n:7][n:8]1.[CH2:33]1[O:34][CH2:35][CH2:36][CH2:37]1.[Li+:1].[OH-:2].[OH2:38]>>[Br:3][c:4]1[n:5](-[c:20]2[cH:21][cH:22][c:23]([CH:30]3[CH2:31][CH2:32]3)[c:24]3[cH:25][cH:26][cH:27][cH:28][c:29]23)[c:6]([S:9][CH2:10][C:11](=[O:12])[NH:13][CH2:14][C:15](=[O:16])[OH:17])[n:7][n:8]1. Starting materials: C1(CCCCCC1)CNCCO (N-cycloheptylmethyl-N-(2-hydroxyethyl)amine), O=S(Cl)Cl (SOCl2). Product: [Cl-].C1(CCCCCC1)C[NH2+]CCCl (N-cycloheptylmethyl-N-(2-chloroethyl)ammonium chloride). RXN SMILES: [CH:1]1([CH2:8][NH:9][CH2:10][CH2:11]O)[CH2:7][CH2:6][CH2:5][CH2:4][CH2:3][CH2:2]1.O=S(Cl)[Cl:15]>>[Cl-:15].[CH:1]1([CH2:8][NH2+:9][CH2:10][CH2:11][Cl:15])[CH2:7][CH2:6][CH2:5][CH2:4][CH2:3][CH2:2]1 |f:2.3|. Procedure details: 2-Hydroxyethylamine was reacted with cycloheptylmethyl bromide according to Method B2a to give N-cycloheptylmethyl-N-(2-hydroxyethyl)amine. The alcohol was reacted with SOCl2 according to Method B7c to give N-cycloheptylmethyl-N-(2-chloroethyl)ammonium chloride. The chloroethylamine was reacted with 2-methyl-4-nitrophenyl isothiocyanate to give 2-(2-methyl-4-nitrophenylimino)-3-(cycloheptylmethyl)-1,3-thiazolidine. Reactants: C1(CC1)NC(=O)C1=CC=CC(=N1)C=1CCN(CC1)S(=O)(=O)C1=CC=C(C=C1)OC(F)(F)F (1′-(4-Trifluoromethoxybenzenesulfonyl)-1′,2′,3′,6′-tetrahydro-[2,4′]bipyridinyl-6-carboxylic acid cyclopropylamide), FC(C=1C=C(C=CC1)S(=O)(=O)Cl)(F)F (3-trifluoromethylbenzenesulfonyl chloride). Yields the product C1(CC1)NC(=O)C1=C(C=CC(=N1)C=1CCN(CC1)S(=O)(=O)C1=CC=C(C=C1)OC(F)(F)F)Cl (5-chloro-1′-(4-trifluoromethoxybenzenesulfonyl)-1′,2′,3′,6′-tetra-hydro-[2,4′]bipyridinyl-6-carboxylic acid cyclopropylamide). RXN SMILES: [CH:1]1([NH:4][C:5]([C:7]2[N:12]=[C:11]([C:13]3[CH2:14][CH2:15][N:16]([S:19]([C:22]4[CH:27]=[CH:26][C:25]([O:28][C:29]([F:32])([F:31])[F:30])=[CH:24][CH:23]=4)(=[O:21])=[O:20])[CH2:17][CH:18]=3)[CH:10]=[CH:9][CH:8]=2)=[O:6])[CH2:3][CH2:2]1.FC(F)(F)C1C=C(S([Cl:44])(=O)=O)C=CC=1>>[CH:1]1([NH:4][C:5]([C:7]2[N:12]=[C:11]([C:13]3[CH2:18][CH2:17][N:16]([S:19]([C:22]4[CH:23]=[CH:24][C:25]([O:28][C:29]([F:31])([F:30])[F:32])=[CH:26][CH:27]=4)(=[O:21])=[O:20])[CH2:15][CH:14]=3)[CH:10]=[CH:9][C:8]=2[Cl:44])=[O:6])[CH2:3][CH2:2]1. Procedure: Similarly, 5-chloro-1′-(4-trifluoromethoxybenzenesulfonyl)-1′,2′,3′,6′-tetra-hydro-[2,4′]bipyridinyl-6-carboxylic acid cyclopropylamide was synthesized using 4-trifluoromethoxybenzenesulfonyl chloride at the last step instead of 3-trifluoromethylbenzenesulfonyl chloride. 1H NMR (400 MHz, CD3OD): δ 7.99 (m, 2H), 7.85 (d, 1H, J=8.4 Hz), 7.59 (d, 1H, J=8.4 Hz), 7.54 (m, 2H), 6.72 (m, 1H), 3.87 (m, 2H), 3.39 (t, 2H, J=5.6 Hz), 2.87 (m, 1H), 2.73 (m, 2H), 0.83 (m, 2H), 0.66 (m, 2H); MS: 502 (M+H+). Reactants: C([O-])([O-])=O.[K+].[K+] (potassium carbonate), C(C=C)I (allyl iodide), ClC1=CC=C(C=C1)CCC(C(=O)O)(CN1N=CN=C1)C1=CC=CC=C1 (4-(4-chlorophenyl)-2-phenyl-2-[(1,2,4-triazol-1-yl)methyl]butanoic acid). Solvent: C(C)C(=O)C (methyl ethyl ketone), CN(C=O)C (dimethyl formamide). Product: ClC1=CC=C(C=C1)CCC(C(=O)OCC=C)(CN1N=CN=C1)C1=CC=CC=C1 (Allyl 4-(4-chlorophenyl)-2-phenyl-2-[(1,2,4-triazol-1-yl)methyl]butyrate). Yield: 73.3%. As a reaction SMILES: [Cl:1][C:2]1[CH:7]=[CH:6][C:5]([CH2:8][CH2:9][C:10]([C:20]2[CH:25]=[CH:24][CH:23]=[CH:22][CH:21]=2)([CH2:14][N:15]2[CH:19]=[N:18][CH:17]=[N:16]2)[C:11]([OH:13])=[O:12])=[CH:4][CH:3]=1.C(=O)([O-])[O-].[K+].[K+].[CH2:32](I)[CH:33]=[CH2:34]>C(C(C)=O)C.CN(C)C=O>[Cl:1][C:2]1[CH:7]=[CH:6][C:5]([CH2:8][CH2:9][C:10]([C:20]2[CH:21]=[CH:22][CH:23]=[CH:24][CH:25]=2)([CH2:14][N:15]2[CH:19]=[N:18][CH:17]=[N:16]2)[C:11]([O:13][CH2:34][CH:33]=[CH2:32])=[O:12])=[CH:4][CH:3]=1 |f:1.2.3|. Procedure details: To a 250 mL flask stirring under nitrogen was charged 3.55 g (0.010 mole) of a 4-(4-chlorophenyl)-2-phenyl-2-[(1,2,4-triazol-1-yl)methyl]butanoic acid in 40 mL of methyl ethyl ketone and 10 mL of dimethyl formamide. To the mixture was added 2.07 g (0.015 mole) of potassium carbonate and 1.85 g (0.011 mole) of allyl iodide. The reaction was stirred for 16 hours at 45° C. The reaction was quenched by adding 150 mL of ether and 25 mL of water. The organic phase was washed with 50 mL of saturated so... The reactants are CCO, Cl, CC(=O)OCCn1c([N+](=O)[O-])cnc1-c1nc2ccccc2[nH]1. The product is O=[N+]([O-])c1cnc(-c2nc3ccccc3[nH]2)n1CCO. Reaction SMILES: [CH3:25][CH2:26][OH:27].[ClH:24].[N+:1](=[O:2])([O-:3])[c:4]1[cH:5][n:6][c:7](-[c:15]2[nH:16][c:17]3[c:18]([n:19]2)[cH:20][cH:21][cH:22][cH:23]3)[n:8]1[CH2:9][CH2:10][O:11][C:12](=[O:13])[CH3:14]>>[N+:1](=[O:2])([O-:3])[c:4]1[cH:5][n:6][c:7](-[c:15]2[n:16][c:17]3[c:18]([nH:19]2)[cH:20][cH:21][cH:22][cH:23]3)[n:8]1[CH2:9][CH2:10][OH:11]. Reactants: C1(=CC=CC=C1)N(C(OC(C)(C)C)=O)CC1=C(C=CC=C1)B1OC(C(O1)(C)C)(C)C (tert-butyl phenyl(2-(4,4,5,5-tetramethyl-1,3,2-dioxaborolan-2-yl)benzyl)carbamate), tetrakis(triphenylphosphinio)palladium, C([O-])([O-])=O.[Na+].[Na+] (sodium carbonate), O (water), BrC1=CC=CC(=N1)C=O (6-bromo-2-pyridinecarboxaldehyde). Solvent: C1(=CC=CC=C1)C (toluene), O.CO (water methanol), C1(=CC=CC=C1)C (toluene), CO (methanol). Conditions: temperature 80 celsius. Product: C(=O)C1=CC=CC(=N1)C1=C(CN(C(OC(C)(C)C)=O)C2=CC=CC=C2)C=CC=C1 (tert-Butyl 2-(6-formylpyridin-2-yl)benzyl(phenyl)carbamate). Isolated yield 84.0%. RXN SMILES: O.C(=O)([O-])[O-].[Na+].[Na+].Br[C:9]1[N:14]=[C:13]([CH:15]=[O:16])[CH:12]=[CH:11][CH:10]=1.[C:17]1([N:23]([CH2:31][C:32]2[CH:37]=[CH:36][CH:35]=[CH:34][C:33]=2B2OC(C)(C)C(C)(C)O2)[C:24](=[O:30])[O:25][C:26]([CH3:29])([CH3:28])[CH3:27])[CH:22]=[CH:21][CH:20]=[CH:19][CH:18]=1>C1(C)C=CC=CC=1.O.CO.CO>[CH:15]([C:13]1[N:14]=[C:9]([C:33]2[CH:34]=[CH:35][CH:36]=[CH:37][C:32]=2[CH2:31][N:23]([C:17]2[CH:22]=[CH:21][CH:20]=[CH:19][CH:18]=2)[C:24](=[O:30])[O:25][C:26]([CH3:29])([CH3:28])[CH3:27])[CH:10]=[CH:11][CH:12]=1)=[O:16] |f:1.2.3,7.8|. Procedure details: A mixture of water (160 mL) and methanol (40 mL) was combined with sodium carbonate (3.80 g, 35.9 mmol), and the mixture was sparged with nitrogen for 30 min. In a separate flask were combined, under nitrogen, 6-bromo-2-pyridinecarboxaldehyde (2.67 g, 14.4 mmol), tert-butyl phenyl(2-(4,4,5,5-tetramethyl-1,3,2-dioxaborolan-2-yl)benzyl)carbamate (5.87 g, 14.4 mmol), tetrakis(triphenylphosphinio)palladium (0.829 g, 0.718 mmol), and toluene (150 mL). The water-methanol solution was added via cannula...